The task is: describe an organic reaction: reactants, conditions, products, and yield. This data is from the Open Reaction Database (ORD), a public repository of structured organic reaction records. Starting materials: O=C(C=CC=C(c1cccc(Cl)c1)c1cccc(Cl)c1)Oc1ccc([N+](=O)[O-])cc1, C1CCOC1, NCCCCc1cccnc1. Product: O=C(C=CC=C(c1cccc(Cl)c1)c1cccc(Cl)c1)NCCCCc1cccnc1. Reaction SMILES: [N+:1]([c:2]1[cH:3][cH:4][c:5]([O:6][C:11]([CH:12]=[CH:13][CH:14]=[C:15]([c:16]2[cH:17][c:18]([Cl:22])[cH:19][cH:20][cH:21]2)[c:23]2[cH:24][c:25]([Cl:29])[cH:26][cH:27][cH:28]2)=[O:30])[cH:7][cH:8]1)([O-:9])=[O:10].[O:42]1[CH2:43][CH2:44][CH2:45][CH2:46]1.[n:31]1[cH:32][c:33]([CH2:37][CH2:38][CH2:39][CH2:40][NH2:41])[cH:34][cH:35][cH:36]1>>[C:11]([CH:12]=[CH:13][CH:14]=[C:15]([c:16]1[cH:17][c:18]([Cl:22])[cH:19][cH:20][cH:21]1)[c:23]1[cH:24][c:25]([Cl:29])[cH:26][cH:27][cH:28]1)(=[O:30])[NH:41][CH2:40][CH2:39][CH2:38][CH2:37][c:33]1[cH:32][n:31][cH:36][cH:35][cH:34]1.